Dataset: the Open Reaction Database (ORD), a public repository of structured organic reaction records. Task: describe an organic reaction: reactants, conditions, products, and yield Reactants: CC(=O)O[BH-](OC(C)=O)OC(C)=O, CCOP(=O)(CCNCC(C)=CCc1c(OC)c(C)c2c(c1OCC[Si](C)(C)C)C(=O)OC2)OCC, CC(=O)O, O=Cc1ccccc1, [Na+], CN(C)C=O. Yields the product CCOP(=O)(CCN(CC(C)=CCc1c(OC)c(C)c2c(c1OCC[Si](C)(C)C)C(=O)OC2)Cc1ccccc1)OCC. As a reaction SMILES: [C:45]([O:46][BH-:47]([O:48][C:49](=[O:50])[CH3:51])[O:52][C:53](=[O:54])[CH3:55])(=[O:56])[CH3:57].[CH2:1]([CH3:2])[O:3][P:4]([O:5][CH2:6][CH3:7])(=[O:8])[CH2:9][CH2:10][NH:11][CH2:12][C:13](=[CH:14][CH2:15][c:16]1[c:17]([O:29][CH2:30][CH2:31][Si:32]([CH3:33])([CH3:34])[CH3:35])[c:18]2[c:22]([c:23]([CH3:27])[c:24]1[O:25][CH3:26])[CH2:21][O:20][C:19]2=[O:28])[CH3:36].[CH3:59][C:60](=[O:61])[OH:62].[CH:37](=[O:38])[c:39]1[cH:40][cH:41][cH:42][cH:43][cH:44]1.[Na+:58].[O:63]=[CH:64][N:65]([CH3:66])[CH3:67]>>[CH2:1]([CH3:2])[O:3][P:4]([O:5][CH2:6][CH3:7])(=[O:8])[CH2:9][CH2:10][N:11]([CH2:12][C:13](=[CH:14][CH2:15][c:16]1[c:17]([O:29][CH2:30][CH2:31][Si:32]([CH3:33])([CH3:34])[CH3:35])[c:18]2[c:22]([c:23]([CH3:27])[c:24]1[O:25][CH3:26])[CH2:21][O:20][C:19]2=[O:28])[CH3:36])[CH2:37][c:39]1[cH:40][cH:41][cH:42][cH:43][cH:44]1.